This data is from the Open Reaction Database (ORD), a public repository of structured organic reaction records. The task is: describe an organic reaction: reactants, conditions, products, and yield Starting materials: C(C=1C(O)=CC=CC1)(=O)NN (salicylohydrazide), C(C1=CC=CO1)=O (furfural). Solvent: CO (methanol). Conditions: time 30 minute. The product is O1C(=CC=C1)C=NNC(C=1C(O)=CC=CC1)=O (N′-(2-furylmethylene)salicylohydrazide). Yield: 93.0%. RXN SMILES: [C:1]([NH:10][NH2:11])(=[O:9])[C:2]1[C:3](=[CH:5][CH:6]=[CH:7][CH:8]=1)[OH:4].[CH:12](=O)[C:13]1[O:17][CH:16]=[CH:15][CH:14]=1>CO>[O:17]1[CH:16]=[CH:15][CH:14]=[C:13]1[CH:12]=[N:11][NH:10][C:1](=[O:9])[C:2]1[C:3](=[CH:5][CH:6]=[CH:7][CH:8]=1)[OH:4]. Reported procedure: A four neck flask (2 liters) equipped with a thermometer, a reflux condenser and a stirrer was charged with 76.1 g (0.5 mol) of salicylohydrazide and 1 liter of methanol, and 57.6 g (0.6 mol) of furfural was dropwise added thereto in 30 minutes while stirring at room temperature. After heating under reflux for 2 hours, the reaction liquid was cooled down to 20° C. or lower, and crystal was filtered off. The crystal was washed with a small amount of methanol and then dried under reduced pressure,... The reactants are COc1ccc(CN(CCCCC(=O)O)c2ccc(Br)cc2C=O)cc1, O=C([O-])[O-], CI, [K+], [K+], CN(C)C=O, O. Yields the product COC(=O)CCCCN(Cc1ccc(OC)cc1)c1ccc(Br)cc1C=O. RXN SMILES: [Br:1][c:2]1[cH:3][c:4]([CH:25]=[O:26])[c:5]([N:8]([CH2:9][CH2:10][CH2:11][CH2:12][C:13](=[O:14])[OH:15])[CH2:16][c:17]2[cH:18][cH:19][c:20]([O:23][CH3:24])[cH:21][cH:22]2)[cH:6][cH:7]1.[C:27](=[O:28])([O-:29])[O-:30].[I:33][CH3:34].[K+:31].[K+:32].[O:36]=[CH:37][N:38]([CH3:39])[CH3:40].[OH2:35]>>[Br:1][c:2]1[cH:3][c:4]([CH:25]=[O:26])[c:5]([N:8]([CH2:9][CH2:10][CH2:11][CH2:12][C:13](=[O:14])[O:15][CH3:27])[CH2:16][c:17]2[cH:18][cH:19][c:20]([O:23][CH3:24])[cH:21][cH:22]2)[cH:6][cH:7]1. Starting materials: C1COCCOCCOCCOCCOCCO1 (18-crown-6), N1=CC=CC2=CC=CC=C12 (quinoline), [F-].[K+] (KF), BrC=1C=C(C=O)C=CC1 (3-bromobenzaldehyde), FC(S(=O)(=O)OC1=C(C=CC=C1)[Si](C)(C)C)(F)F (2-(trimethylsilyl)phenyl trifluoromethanesulfonate), Pet. ether EtOAc. The solvent is C1CCOC1 (THF). Product: BrC=1C=C(C=CC1)C1C2=C(N3C(C=CC4=CC=CC=C34)O1)C=CC=C2 (5-(3-bromophenyl)-5H,6aH-benzo[4,5][1,3]oxazino[3,2-a]quinoline). The yield is 65.0%. RXN SMILES: [N:1]1[C:10]2[C:5](=[CH:6][CH:7]=[CH:8][CH:9]=2)[CH:4]=[CH:3][CH:2]=1.[Br:11][C:12]1[CH:13]=[C:14]([CH:17]=[CH:18][CH:19]=1)[CH:15]=[O:16].FC(F)(F)S(O[C:26]1[CH:31]=[CH:30][CH:29]=[CH:28][C:27]=1[Si](C)(C)C)(=O)=O.[F-].[K+].C1OCCOCCOCCOCCOCCOC1>C1COCC1>[Br:11][C:12]1[CH:13]=[C:14]([CH:15]2[O:16][CH:2]3[CH:3]=[CH:4][C:5]4[C:10]([N:1]3[C:27]3[CH:28]=[CH:29][CH:30]=[CH:31][C:26]2=3)=[CH:9][CH:8]=[CH:7][CH:6]=4)[CH:17]=[CH:18][CH:19]=1 |f:3.4|. Procedure details: Following the general procedure, treatment of quinoline (0.064 g, 59 μL, 0.50 mmol) and 3-bromobenzaldehyde (0.139 g, 88 μL, 0.75 mmol) with 2-(trimethylsilyl)phenyl trifluoromethanesulfonate (0.179 g, 146 μL, 0.60 mmol) in the presence of KF (0.070 g, 1.2 mmol) and 18-crown-6 (0.317 g, 1.2 mmol) in THF (2.0 mL) at −10° C. to room temperature for 12 hrs followed by flash column chromatography (Pet. ether/EtOAc=75/25) of the crude reaction mixture afforded 5-(3-bromophenyl)-5H,6aH-benzo[4,5][1,3]... The reactants are COC(=O)C(Cc1ccc(-c2ccnc(C)c2C)cc1)NC(=O)C1Cc2cc3c(cc2CN1C(=O)OC(C)(C)C)OC(c1ccc(OCc2ccc(Cl)c(Cl)c2)cc1)CO3, ClCCl, Cl. Product: COC(=O)C(Cc1ccc(-c2ccnc(C)c2C)cc1)NC(=O)C1Cc2cc3c(cc2CN1)OC(c1ccc(OCc2ccc(Cl)c(Cl)c2)cc1)CO3. As a reaction SMILES: [C:1]([O:2][C:3](=[O:4])[N:8]1[CH2:9][c:10]2[cH:11][c:12]3[c:13]([cH:14][c:15]2[CH2:16][CH:17]1[C:18]([NH:19][CH:20]([CH2:21][c:22]1[cH:23][cH:24][c:25](-[c:28]2[c:29]([CH3:35])[c:30]([CH3:34])[n:31][cH:32][cH:33]2)[cH:26][cH:27]1)[C:36](=[O:37])[O:38][CH3:39])=[O:40])[O:41][CH2:42][CH:43]([c:45]1[cH:46][cH:47][c:48]([O:51][CH2:52][c:53]2[cH:54][c:55]([Cl:60])[c:56]([Cl:59])[cH:57][cH:58]2)[cH:49][cH:50]1)[O:44]3)([CH3:5])([CH3:6])[CH3:7].[Cl:62][CH2:63][Cl:64].[ClH:61]>>[NH:8]1[CH2:9][c:10]2[cH:11][c:12]3[c:13]([cH:14][c:15]2[CH2:16][CH:17]1[C:18]([NH:19][CH:20]([CH2:21][c:22]1[cH:23][cH:24][c:25](-[c:28]2[c:29]([CH3:35])[c:30]([CH3:34])[n:31][cH:32][cH:33]2)[cH:26][cH:27]1)[C:36](=[O:37])[O:38][CH3:39])=[O:40])[O:41][CH2:42][CH:43]([c:45]1[cH:46][cH:47][c:48]([O:51][CH2:52][c:53]2[cH:54][c:55]([Cl:60])[c:56]([Cl:59])[cH:57][cH:58]2)[cH:49][cH:50]1)[O:44]3.